Dataset: the Open Reaction Database (ORD), a public repository of structured organic reaction records. Task: describe an organic reaction: reactants, conditions, products, and yield Reactants: FC1=C(N)C=CC=C1 (2-fluoroaniline), C(C=C)(=O)O (acrylic acid). Solvent: C(C)#N (acetonitrile). Product: FC1=C(C=CC=C1)NCCC(=O)O (N-(2-fluorophenyl)-β-alanine). RXN SMILES: [F:1][C:2]1[CH:8]=[CH:7][CH:6]=[CH:5][C:3]=1[NH2:4].[C:9]([OH:13])(=[O:12])[CH:10]=[CH2:11]>C(#N)C>[F:1][C:2]1[CH:8]=[CH:7][CH:6]=[CH:5][C:3]=1[NH:4][CH2:11][CH2:10][C:9]([OH:13])=[O:12]. Procedure details: To a solution of 2-fluoroaniline (2.0 g) in acetonitrile (20 ml), acrylic acid (1.4 ml) was added and heated under reflux for 21 hours. After the reaction mixture was concentrated, the residue was diluted with 10% aqueous sodium hydroxide and washed with chloroform. The aqueous layer was adjusted to pH 3.3 by addition of 12M aqueous hydrochloric acid, and the precipitated crystal was collected by filtration and dried to give N-(2-fluorophenyl)-β-alanine (1.35 g) as a light-yellow solid. N-(2-Flu... Reactants: COc1cc(CO)cc(OC)c1C(C)C, O, BrP(Br)Br. The product is COc1cc(CBr)cc(OC)c1C(C)C. As a reaction SMILES: [CH3:1][O:2][c:3]1[cH:4][c:5]([CH2:6][OH:7])[cH:8][c:9]([O:14][CH3:15])[c:10]1[CH:11]([CH3:12])[CH3:13].[OH2:20].[P:16]([Br:17])([Br:18])[Br:19]>>[CH3:1][O:2][c:3]1[cH:4][c:5]([CH2:6][Br:17])[cH:8][c:9]([O:14][CH3:15])[c:10]1[CH:11]([CH3:12])[CH3:13]. The reactants are CC(NC(=O)OC(C)(C)C)C(=O)NCc1ccc(-n2nc(C(F)(F)F)cc2C(=O)NCc2ccccc2)s1, ClCCl, O=C(O)C(F)(F)F. Yields the product CC(N)C(=O)NCc1ccc(-n2nc(C(F)(F)F)cc2C(=O)NCc2ccccc2)s1. As a reaction SMILES: [CH2:1]([c:2]1[cH:3][cH:4][cH:5][cH:6][cH:7]1)[NH:8][C:9](=[O:10])[c:11]1[cH:12][c:13]([C:35]([F:36])([F:37])[F:38])[n:14][n:15]1-[c:16]1[cH:17][cH:18][c:19]([CH2:21][NH:22][C:23]([CH:24]([CH3:25])[NH:26][C:27](=[O:28])[O:29][C:30]([CH3:31])([CH3:32])[CH3:33])=[O:34])[s:20]1.[Cl:46][CH2:47][Cl:48].[OH:39][C:40]([C:41]([F:42])([F:43])[F:44])=[O:45]>>[CH2:1]([c:2]1[cH:3][cH:4][cH:5][cH:6][cH:7]1)[NH:8][C:9](=[O:10])[c:11]1[cH:12][c:13]([C:35]([F:36])([F:37])[F:38])[n:14][n:15]1-[c:16]1[cH:17][cH:18][c:19]([CH2:21][NH:22][C:23]([CH:24]([CH3:25])[NH2:26])=[O:34])[s:20]1. Reactants: Br (Hydrobromic acid), [OH-].[Na+] (NaOH), C(C)(C)(C)OC(=O)NNC1CCC2(CCC(N2)=O)CC1 (N′-(2-Oxo-1-aza-spiro[4.5]dec-8-yl)-hydrazinecarboxylic acid tert-butyl ester), BrC(C=O)C=O (2-Bromo-malonaldehyde). Run in O (water), CC(=O)O (AcOH). Run at time 2 hour. Product: BrC=1C=NN(C1)C1CCC2(CCC(N2)=O)CC1 (8-(4-Bromo-pyrazol-1-yl)-1-aza-spiro[4.5]decan-2-one). RXN SMILES: Br.C(O[C:7]([NH:9][NH:10][CH:11]1[CH2:21][CH2:20][C:14]2([NH:18][C:17](=[O:19])[CH2:16][CH2:15]2)[CH2:13][CH2:12]1)=O)(C)(C)C.[Br:22][CH:23](C=O)[CH:24]=O.[OH-].[Na+]>O.CC(O)=O>[Br:22][C:23]1[CH:7]=[N:9][N:10]([CH:11]2[CH2:12][CH2:13][C:14]3([NH:18][C:17](=[O:19])[CH2:16][CH2:15]3)[CH2:20][CH2:21]2)[CH:24]=1 |f:3.4|. Reported procedure: Hydrobromic acid (1.04 mL of a 48 wt % solution in water; 9.18 mmol; 2.0 eq.) was added to a solution of N′-(2-Oxo-1-aza-spiro[4.5]dec-8-yl)-hydrazinecarboxylic acid tert-butyl ester (1.30 g; 4.59 mmol; 1.0 eq.) and 2-Bromo-malonaldehyde (865 mg; 5.51 mmol; 1.2 eq.) in AcOH (13 mL). The reaction mixture was stirred at RT for 2 hour. It was then basified to pH 5 by addition of a 5N NaOH solution and extracted with DCM (three times). Combined organic phases were washed with brine, dried over magne... The reactants are ice, OC=1C=NC2=CC=CC=C2C1 (3-hydroxyquinoline), BrBr (bromine). Run in [OH-].[Na+] (sodium hydroxide), [OH-].[Na+] (sodium hydroxide). Run at temperature -5 celsius, time 3 hour. Yields the product BrC1=NC2=CC=CC=C2C=C1O (2-Bromo-3-hydroxyquinoline). As a reaction SMILES: [OH:1][C:2]1[CH:3]=[N:4][C:5]2[C:10]([CH:11]=1)=[CH:9][CH:8]=[CH:7][CH:6]=2.[Br:12]Br>[OH-].[Na+]>[Br:12][C:3]1[C:2]([OH:1])=[CH:11][C:10]2[C:5](=[CH:6][CH:7]=[CH:8][CH:9]=2)[N:4]=1 |f:2.3|. Procedure details: 6.0 mg (41 mmol) of 3-hydroxyquinoline are dissolved in 50 ml of 10% strength sodium hydroxide solution, giving a yellowish brown color. The reaction mixture is cooled to -5° C. using an ice/common salt mixture. A mixture comprising 6.6 g (2.1 ml, 41 mmol) of bromine dissolved in 50 ml of 10% strength sodium hydroxide solution is added dropwise to this solution over a period of 1 hour. During this the temperature of the reaction solution must never exceed 0° C. After this time, the cooling is re... The reactants are ClC1=NC(=NC(=N1)NC1=CC(=C(C=C1)OC)Cl)NC1CCCCCC1 (6-Chloro-N-(3-chloro-4-methoxy-phenyl)-N′-cycloheptyl-[1,3,5]triazine-2,4-diamine), C([O-])([O-])=O.[K+].[K+] (potassium carbonate), IC1=CC=C(C=C1)O (4-iodophenol). Run in O (water), CN(C=O)C (dimethylformamide). Conditions: temperature 80 celsius. Product: ClC=1C=C(C=CC1OC)NC1=NC(=NC(=N1)NC1CCCCCC1)OC1=CC=C(C=C1)I (N2-(3-chloro-4-methoxyphenyl)-N4-cycloheptyl-6-(4-iodophenoxy)-1,3,5-triazine-4,2-diamine). The yield is 90.1%. As a reaction SMILES: Cl[C:2]1[N:7]=[C:6]([NH:8][C:9]2[CH:14]=[CH:13][C:12]([O:15][CH3:16])=[C:11]([Cl:17])[CH:10]=2)[N:5]=[C:4]([NH:18][CH:19]2[CH2:25][CH2:24][CH2:23][CH2:22][CH2:21][CH2:20]2)[N:3]=1.C(=O)([O-])[O-].[K+].[K+].[I:32][C:33]1[CH:38]=[CH:37][C:36]([OH:39])=[CH:35][CH:34]=1>CN(C)C=O.O>[Cl:17][C:11]1[CH:10]=[C:9]([NH:8][C:6]2[N:5]=[C:4]([NH:18][CH:19]3[CH2:25][CH2:24][CH2:23][CH2:22][CH2:21][CH2:20]3)[N:3]=[C:2]([O:39][C:36]3[CH:37]=[CH:38][C:33]([I:32])=[CH:34][CH:35]=3)[N:7]=2)[CH:14]=[CH:13][C:12]=1[O:15][CH3:16] |f:1.2.3|. Procedure: A mixture of compound 133 (2.0 g, 5.22 mmol), potassium carbonate (3.6 g, 26.10 mmol) in dimethylformamide (10 mL) was added 4-iodophenol (1.38 g, 6.26 mmol). It was heated to 80° C. for 12 hours with stirring under nitrogen atmosphere. The mixture was then cooled, diluted with water (20 mL) and extracted with EtOAc (2×20 mL). The combined organic layers were washed with water (2×10 mL), dried over anhydrous sodium sulphate and concentrated under vacuum. The residue thus obtained was purified by...